Dataset: the Open Reaction Database (ORD), a public repository of structured organic reaction records. Task: describe an organic reaction: reactants, conditions, products, and yield The reactants are C1(=CC=CC=2CCC=CC12)C(=O)OC (methyl 5,6-dihydronaphthalene-1-carboxylate), [OH-].[Na+] (sodium hydroxide), Cl (hydrochloric acid). Solvent: O (water), CO (methanol). Reaction conditions: temperature 70 celsius, time 8 hour. Product: C1(=CC=CC=2CCC=CC12)C(=O)O (5,6-dihydronaphthalene-1-carboxylic acid). Reaction SMILES: [C:1]1([C:11]([O:13]C)=[O:12])[C:10]2[CH:9]=[CH:8][CH2:7][CH2:6][C:5]=2[CH:4]=[CH:3][CH:2]=1.[OH-].[Na+].Cl>CO.O>[C:1]1([C:11]([OH:13])=[O:12])[C:10]2[CH:9]=[CH:8][CH2:7][CH2:6][C:5]=2[CH:4]=[CH:3][CH:2]=1 |f:1.2|. Reported procedure: To a solution of methyl 5,6-dihydronaphthalene-1-carboxylate (0.276 g, 1.466 mmol) in methanol (30 ml) was added 1N aqueous sodium hydroxide solution (8.80 ml, 8.80 mmol) and the mixture was stirred at 70° C. for 8 hrs. The reaction solution was diluted with water, acidified with dilute hydrochloric acid and extracted twice with ethyl acetate. The collected organic layer was dried over anhydrous sodium sulfate and the solvent was evaporated under reduced pressure. The residue was crystallized fr... Reactants: OC1=CC(C(C(C1=O)(C)C)=O)=CC=C1C=C(C(C(C1=O)(C)C)=O)O (Bis(3-hydroxy-5,5-dimethyl-4,6-dioxocyclohex-2-enylidene)ethane), C([O-])([O-])=O.[K+].[K+] (potassium carbonate), S(=O)(=O)(OC)OC (dimethyl sulfate). Reported procedure: 4 g of bis(3-hydroxy-5,5-dimethyl-4,6-dioxocyclohex-2-enylidene)ethane (from Example 3) were dissolved in a mixture of 240 ml of dioxane and 240 ml of acetonitrile by refluxing under nitrogen. 16 g of dimethyl sulfate were then added, followed by 12 g of finely crushed anhydrous potassium carbonate. The batch turned greenish blue at once, but became yellow in the course of an hour of heating under reflux. The reaction mixture was filtered while still hot, the filter cake was washed with acetonit... Reaction SMILES: O[C:2]1[C:7](=[O:8])[C:6]([CH3:10])([CH3:9])[C:5](=[O:11])[C:4](=[CH:12][CH:13]=[C:14]2[C:19](=[O:20])[C:18]([CH3:22])([CH3:21])[C:17](=[O:23])[C:16]([OH:24])=[CH:15]2)[CH:3]=1.S([O:30][CH3:31])(OC)(=O)=O.[C:32](=O)([O-])[O-].[K+].[K+]>O1CCOCC1.C(#N)C>[CH3:32][O:24][C:16]1[C:17](=[O:23])[C:18]([CH3:22])([CH3:21])[C:19](=[O:20])[C:14](=[CH:13][CH:12]=[C:4]2[C:5](=[O:11])[C:6]([CH3:10])([CH3:9])[C:7](=[O:8])[C:2]([O:30][CH3:31])=[CH:3]2)[CH:15]=1 |f:2.3.4|. The solvent is O1CCOCC1 (dioxane), C(C)#N (acetonitrile). The product is COC1=CC(C(C(C1=O)(C)C)=O)=CC=C1C=C(C(C(C1=O)(C)C)=O)OC (Bis(3-methoxy-5,5-dimethyl-4,6-dioxocyclohex-2-enylidene)ethane). Starting materials: C1(CCC1)C(=O)Cl (cyclobutane carbonyl chloride), CNC1CN(CC1)C(=O)C1=CC2=NC=CC(=C2S1)Cl ((3-methylamino-pyrrolidin-1-yl)-(7-chloro-thieno[3,2-b]pyridin-2yl)-methanone). The product is CN(C(=O)C1CCC1)C1CN(CC1)C(=O)C1=CC2=NC=CC(=C2S1)Cl ((+/−)-Cyclobutane carboxylic acid methyl-{1-[7-chloro-thieno[3,2-b]pyridine-2-carbonyl]-pyrrolidin-3-yl}-amide). Reaction SMILES: [CH:1]1([C:5](Cl)=[O:6])[CH2:4][CH2:3][CH2:2]1.[CH3:8][NH:9][CH:10]1[CH2:14][CH2:13][N:12]([C:15]([C:17]2[S:25][C:24]3[C:19](=[N:20][CH:21]=[CH:22][C:23]=3[Cl:26])[CH:18]=2)=[O:16])[CH2:11]1>>[CH3:8][N:9]([CH:10]1[CH2:14][CH2:13][N:12]([C:15]([C:17]2[S:25][C:24]3[C:19](=[N:20][CH:21]=[CH:22][C:23]=3[Cl:26])[CH:18]=2)=[O:16])[CH2:11]1)[C:5]([CH:1]1[CH2:4][CH2:3][CH2:2]1)=[O:6]. Procedure details: The title compound was prepared from cyclobutane carbonyl chloride and (3-methylamino-pyrrolidin-1-yl)-(7-chloro-thieno[3,2-b]pyridin-2yl)-methanone by a procedure analogous to Example 64C. MS: 378/380 (MH+); HPLC Rf: 4.71 min.; HPLC purity 98%. Reactants: ClCCl, O=C(OO)c1cccc(Cl)c1, [Na+], [Na+], O=C([O-])[O-], c1cc2c(cn1)CCCC2. The product is [O-][n+]1ccc2c(c1)CCCC2. Reaction SMILES: [CH2:28]([Cl:29])[Cl:30].[Cl:17][c:18]1[cH:19][cH:20][cH:21][c:22]([C:23]([O:24][OH:25])=[O:26])[cH:27]1.[Na+:11].[Na+:12].[O-:13][C:14](=[O:15])[O-:16].[cH:1]1[n:2][cH:3][cH:4][c:5]2[c:10]1[CH2:9][CH2:8][CH2:7][CH2:6]2>>[cH:1]1[n+:2]([O-:13])[cH:3][cH:4][c:5]2[c:10]1[CH2:9][CH2:8][CH2:7][CH2:6]2. The reactants are O1C2=C(CC1)C=CC=C2 (2,3-Dihydrobenzo[b]furan), CCOC(=O)C (EtOAc), Cl[Sn](Cl)(Cl)Cl (SnCl4), COC(Cl)Cl (Dichloromethyl methyl ether). Solvent: C(Cl)Cl (DCM), CCCCC (pentane). Reaction conditions: temperature 0 celsius. Yields the product O1C2=C(CC1)C=CC=C2C=O (2,3-Dihydrobenzo[b]furan-7-carboxaldehyde). Yield: 0.6%. As a reaction SMILES: [O:1]1[CH2:5][CH2:4][C:3]2[CH:6]=[CH:7][CH:8]=[CH:9][C:2]1=2.Cl[Sn](Cl)(Cl)Cl.[CH3:15][O:16]C(Cl)Cl.CCOC(C)=O>C(Cl)Cl.CCCCC>[O:1]1[CH2:5][CH2:4][C:3]2[CH:6]=[CH:7][CH:8]=[C:9]([CH:15]=[O:16])[C:2]1=2. Procedure details: 2,3-Dihydrobenzo[b]furan (Maybridge Chemicals) (25 g, 0.21 mole) was taken up in DCM (500 ml) and stirred under nitrogen at 0° C. SnCl4 (36.5 ml, 0.3 mole) was added in one portion to produce a pale yellow solution. Dichloromethyl methyl ether (18.8 ml, 0.21 mole) was then added and the solution stirred for 30 min, after which time the cooling bath was removed and the reaction poured onto ice-water (1000 ml). The organic layer was separated, washed with water (2×100 ml), 2N HCl (100 ml) and brin... As a reaction SMILES: [Br:12][CH2:13][CH2:14][Br:15].[C:16](=[O:17])([O-:18])[O-:19].[C:1]([CH2:2][C:3](=[O:4])[CH3:5])(=[O:6])[O:7][C:8]([CH3:9])([CH3:10])[CH3:11].[CH3:22][N:23]([CH3:24])[CH:25]=[O:26].[K+:20].[K+:21]>>[C:1]([C:2]1([C:3](=[O:4])[CH3:5])[CH2:13][CH2:14]1)(=[O:6])[O:7][C:8]([CH3:9])([CH3:10])[CH3:11]. Starting materials: BrCCBr, O=C([O-])[O-], CC(=O)CC(=O)OC(C)(C)C, CN(C)C=O, [K+], [K+]. Product: CC(=O)C1(C(=O)OC(C)(C)C)CC1.